Task: describe an organic reaction: reactants, conditions, products, and yield. Dataset: the Open Reaction Database (ORD), a public repository of structured organic reaction records The reactants are Cl.C1(=CC=CC=C1)C1(CCN(CC1)CC1C(C2=CC=C(C=C2CC1)[N+](=O)[O-])=O)O (2-(4-phenyl-4-hydroxypiperidinomethyl)-6-nitro-1-tetralone hydrochloride), Cl (hydrochloric acid), [OH-].[NH4+] (ammonium hydroxide). The reagents and catalysts are O.O.O.O.O.O.O.S(=O)(=O)([O-])[O-].[Fe+2] (iron-(II) sulfate heptahydrate). Run in O (water). Yields the product C1(=CC=CC=C1)C1(CCN(CC1)CC1C(C2=CC=C(C=C2CC1)N)=O)O (2-(4-phenyl-4-hydroxypiperidinomethyl)-6-amino-1-tetralone). As a reaction SMILES: Cl.[C:2]1([C:8]2([OH:29])[CH2:13][CH2:12][N:11]([CH2:14][CH:15]3[CH2:24][CH2:23][C:22]4[C:17](=[CH:18][CH:19]=[C:20]([N+:25]([O-])=O)[CH:21]=4)[C:16]3=[O:28])[CH2:10][CH2:9]2)[CH:7]=[CH:6][CH:5]=[CH:4][CH:3]=1.Cl.[OH-].[NH4+]>O.O.O.O.O.O.O.S([O-])([O-])(=O)=O.[Fe+2].O>[C:2]1([C:8]2([OH:29])[CH2:13][CH2:12][N:11]([CH2:14][CH:15]3[CH2:24][CH2:23][C:22]4[C:17](=[CH:18][CH:19]=[C:20]([NH2:25])[CH:21]=4)[C:16]3=[O:28])[CH2:10][CH2:9]2)[CH:7]=[CH:6][CH:5]=[CH:4][CH:3]=1 |f:0.1,3.4,5.6.7.8.9.10.11.12.13|. Procedure details: A mixture of 4.17 g. of 2-(4-phenyl-4-hydroxypiperidinomethyl)-6-nitro-1-tetralone hydrochloride, 20 g. of iron-(II) sulfate heptahydrate, 45 ml. of water and 0.15 ml. of concentrated hydrochloric acid is heated at 100° with stirring. 10 ml. of concentrated ammonium hydroxide solution are added at 80° and the mixture is heated for 10 minutes more on a steam bath. It is allowed to cool, extracted with chloroform and worked up to give 2-(4-phenyl-4-hydroxypiperidinomethyl)-6-amino-1-tetralone.